From a dataset of the Open Reaction Database (ORD), a public repository of structured organic reaction records. describe an organic reaction: reactants, conditions, products, and yield The reactants are ClC1=C(C(=CC=C1)Cl)N=C=O (2,6 dichlorophenylisocyanate), C=C1CC(=O)O1 (diketene), C1(=CC=CC=C1)C (toluene). The product is C(C)(=O)C=1C(N(C(=CC1O)C)C1=C(C=CC=C1Cl)Cl)=O (3-acetyl-1-(2,6-dichlorophenyl)-4-hydroxy-6-methylpyridin-2(1H)-one). As a reaction SMILES: [Cl:1][C:2]1[CH:7]=[CH:6][CH:5]=[C:4]([Cl:8])[C:3]=1[N:9]=[C:10]=[O:11].[CH2:12]=[C:13]1[O:17][C:15](=[O:16])[CH2:14]1.[C:18]1(C)[CH:23]=CC=C[CH:19]=1>>[C:13]([C:14]1[C:10](=[O:11])[N:9]([C:3]2[C:2]([Cl:1])=[CH:7][CH:6]=[CH:5][C:4]=2[Cl:8])[C:18]([CH3:23])=[CH:19][C:15]=1[OH:16])(=[O:17])[CH3:12]. Procedure details: A mixture of 2,6 dichlorophenylisocyanate (4.8 g, 0.025 mol), and diketene (4.3 g, 0.05 mol) in toluene (15.0 mL) was heated to reflux for 4 h under an atmosphere of argon. After removal of the solvent in vacuo, the residue was purified by silica gel flash chromatography using EtOAc/hexanes (1:3 v/v). The appropriate fractions, as monitored by ES mass spectrometry (MH+m/z=312) were combined and concentrated under reduced pressure. The resulting yellow solid (2.3 g) was further purified by revers... Starting materials: [Al+3], [H-], [H-], [H-], [H-], [Li+], C1CCOC1, O, CCOC(=O)Cc1csc(-c2ccccc2)n1. Yields the product OCCc1csc(-c2ccccc2)n1. Reaction SMILES: [Al+3:19].[H-:18].[H-:21].[H-:22].[H-:23].[Li+:20].[O:25]1[CH2:26][CH2:27][CH2:28][CH2:29]1.[OH2:24].[c:1]1(-[c:7]2[s:8][cH:9][c:10]([CH2:12][C:13](=[O:14])[O:15][CH2:16][CH3:17])[n:11]2)[cH:2][cH:3][cH:4][cH:5][cH:6]1>>[c:1]1(-[c:7]2[s:8][cH:9][c:10]([CH2:12][CH2:13][OH:14])[n:11]2)[cH:2][cH:3][cH:4][cH:5][cH:6]1. Reactants: CC(C)(C)OC(=O)CBr, [H-], [Na+], CN(C)C=O, O=C1Nc2ccccc2C12CCOCC2. Yields the product CC(C)(C)OC(=O)CN1C(=O)C2(CCOCC2)c2ccccc21. As a reaction SMILES: [Br:18][CH2:19][C:20](=[O:21])[O:22][C:23]([CH3:24])([CH3:25])[CH3:26].[H-:1].[Na+:2].[O:27]=[CH:28][N:29]([CH3:30])[CH3:31].[O:3]1[CH2:4][CH2:5][C:6]2([C:7](=[O:15])[NH:8][c:9]3[cH:10][cH:11][cH:12][cH:13][c:14]32)[CH2:16][CH2:17]1>>[O:3]1[CH2:4][CH2:5][C:6]2([C:7](=[O:15])[N:8]([CH2:19][C:20](=[O:21])[O:22][C:23]([CH3:24])([CH3:25])[CH3:26])[c:9]3[cH:10][cH:11][cH:12][cH:13][c:14]32)[CH2:16][CH2:17]1. Reactants: SC=1N(C=CN1)C (2-mercapto-1-methylimidazole), C[O-].[Na+] (sodium methoxide), C[O-].[Na+] (sodium methoxide), ClC1=CC(=C(C=C1)[N+](=O)[O-])[N+](=O)[O-] (1-chloro-3,4-dinitrobenzene). The solvent is C(C)O (ethanol). Product: ClC=1C=C(C(=CC1)[N+](=O)[O-])SC=1N(C=CN1)C (2-[(3-Chloro-6-nitrophenyl)thio]-1-methyl-1H-imidazole). The yield is 52.8%. As a reaction SMILES: [SH:1][C:2]1[N:3]([CH3:7])[CH:4]=[CH:5][N:6]=1.C[O-].[Na+].[Cl:11][C:12]1[CH:17]=[CH:16][C:15]([N+:18]([O-:20])=[O:19])=[C:14]([N+]([O-])=O)[CH:13]=1>C(O)C>[Cl:11][C:12]1[CH:13]=[C:14]([S:1][C:2]2[N:3]([CH3:7])[CH:4]=[CH:5][N:6]=2)[C:15]([N+:18]([O-:20])=[O:19])=[CH:16][CH:17]=1 |f:1.2|. Reported procedure: To a solution of 10 g (87.7 mmoles) of 2-mercapto-1-methylimidazole in 300 ml of ethanol was added 10.4 g (193 mmoles) of sodium methoxide followed by 20.8 g (92.1 mmoles) of 1-chloro-3,4-dinitrobenzene. The mixture was stirred and refluxed for 8 hours. An additional 3 g of sodium methoxide was added and refluxing was continued for 5 more hours. The mixture was filtered hot and the filtrates concentrated in vacuo. The residue was partitioned between dichloromethane and water. The organics were d... Reactants: O=C1NC(=O)C2CN(Cc3ccccc3)CC12, CCO. The product is O=C1NC(=O)C2CNCC12. Reaction SMILES: [CH2:1]([c:2]1[cH:3][cH:4][cH:5][cH:6][cH:7]1)[N:8]1[CH2:9][CH:10]2[CH:11]([CH2:12]1)[C:13](=[O:17])[NH:14][C:15]2=[O:16].[CH3:18][CH2:19][OH:20]>>[NH:8]1[CH2:9][CH:10]2[CH:11]([CH2:12]1)[C:13](=[O:17])[NH:14][C:15]2=[O:16]. The reactants are C(C=1C(O)=CC=CC1)(=O)OC (methyl salicylate), C(CCCCCCCCCCC)O (n-dodecanol), COC(=O)C=1C=CC(=CC1)O (methyl p-hydroxybenzoate), C(CCC)C(CO)CCCCCC (2-butyl octanol). The product is C(C1=CC=CC=C1)(=O)OC1=CC=C(C(=O)OCC(CCCCCC)CCCC)C=C1 (2-butyloctyl p-benzoyloxybenzoate). Isolated yield 71.2%. As a reaction SMILES: [C:1]([O:10][CH3:11])(=[O:9])[C:2]1[C:3](=[CH:5][CH:6]=[CH:7][CH:8]=1)O.C(O)[CH2:13][CH2:14][CH2:15][CH2:16][CH2:17][CH2:18][CH2:19][CH2:20][CH2:21][CH2:22][CH3:23].[CH3:25][O:26][C:27]([C:29]1[CH:30]=[CH:31]C(O)=[CH:33][CH:34]=1)=[O:28].C(C(CCCCCC)CO)CCC>>[C:1]([O:10][C:11]1[CH:31]=[CH:30][C:29]([C:27]([O:26][CH2:25][CH:17]([CH2:16][CH2:15][CH2:14][CH3:13])[CH2:18][CH2:19][CH2:20][CH2:21][CH2:22][CH3:23])=[O:28])=[CH:34][CH:33]=1)(=[O:9])[C:2]1[CH:3]=[CH:5][CH:6]=[CH:7][CH:8]=1. Procedure: In place of 25 g of methyl salicylate and 31 g of n-dodecanol in Example 1-6, 25 g of methyl p-hydroxybenzoate and 31 g of 2-butyl octanol were used for preparation in the same manner in Example 1-6 to obtain 48 g of 2-butyloctyl p-benzoyloxybenzoate. Product: CN1CC[C@]23C4=C5C=CC(=C4O[C@H]2C(=O)C=C[C@H]3[C@H]1C5)OC (Codeinone). Starting materials: CN1CC[C@]23C4=C5C=CC(=C4O[C@H]2C(=CC=C3[C@H]1C5)OC)OC (thebaine), Br (hydrogen bromide), C(=O)=O (Drikold). Procedure: Anhydrous hydrogen bromide in glacial acetic acid (6 ml of 45% w/v solution) was added dropwise with stirring to a cooled (-15° C.) solution of thebaine (2 g) in chloroform (6 ml) over a period of 9 minutes. When the addition was complete the Drikold bath was removed and the temperature allowed to rise. Reaction SMILES: Br.[CH3:2][N:3]1[C@@H:19]2[CH2:20][C:8]3[CH:9]=[CH:10][C:11]([O:23][CH3:24])=[C:12]4[O:13][C@H:14]5[C:15]([O:21]C)=[CH:16][CH:17]=[C:18]2[C@:6]5([C:7]=34)[CH2:5][CH2:4]1.C(=O)=O>C(O)(=O)C.C(Cl)(Cl)Cl>[CH3:2][N:3]1[C@@H:19]2[CH2:20][C:8]3[CH:9]=[CH:10][C:11]([O:23][CH3:24])=[C:12]4[O:13][C@H:14]5[C:15]([CH:16]=[CH:17][C@@H:18]2[C@:6]5([C:7]=34)[CH2:5][CH2:4]1)=[O:21]. Solvent: C(Cl)(Cl)Cl (chloroform), C(C)(=O)O (acetic acid). The reactants are C=1C=CC(=CC1)C(C=2C=CC=CC2)[S+](CC(=O)N)[O-] (modafinil), ClCC(=O)O (chloroacetic acid), C1(=CC=CC=C1)C(O)C1=CC=CC=C1 (diphenylmethanol), NC(=S)N (thiourea), Br (HBr). The product is C1(=CC=CC=C1)C(SCC(=O)O)C1=CC=CC=C1 (2-[(Diphenylmethyl)thio]acetic acid). RXN SMILES: [CH:1]1[CH:2]=[CH:3][C:4]([CH:7]([S+:14]([O-])[CH2:15][C:16](N)=[O:17])[C:8]2[CH:9]=[CH:10][CH:11]=[CH:12][CH:13]=2)=[CH:5][CH:6]=1.C1(C(C2C=CC=CC=2)[OH:27])C=CC=CC=1.NC(N)=S.Br.ClCC(O)=O>>[C:4]1([CH:7]([C:8]2[CH:9]=[CH:10][CH:11]=[CH:12][CH:13]=2)[S:14][CH2:15][C:16]([OH:17])=[O:27])[CH:3]=[CH:2][CH:1]=[CH:6][CH:5]=1. Procedure: Scheme 2 describes an industrial method for the preparation of Modafinil (II) wherein the all the reaction steps may be carried out in situ. In this scheme, the starting material is diphenylmethanol which is reacted with thiourea in the presence of HBr followed by basic hydrolysis and reaction with chloroacetic acid to form compound III. Hydrogen peroxide is then passed through the reaction mixture followed by acidification with hydrochloric acid to form (benzhydrylsulfinyl)acetic acid. The acid...